This data is from the Open Reaction Database (ORD), a public repository of structured organic reaction records. The task is: describe an organic reaction: reactants, conditions, products, and yield Starting materials: BrB(Br)Br, COc1ccc(Cl)c(I)c1, ClCCl, Cl, [Na+], O=C([O-])O. Yields the product Oc1ccc(Cl)c(I)c1. Reaction SMILES: [B:11]([Br:12])([Br:13])[Br:14].[Cl:1][c:2]1[c:3]([I:10])[cH:4][c:5]([O:8][CH3:9])[cH:6][cH:7]1.[Cl:21][CH2:22][Cl:23].[ClH:20].[Na+:15].[OH:16][C:17](=[O:18])[O-:19]>>[Cl:1][c:2]1[c:3]([I:10])[cH:4][c:5]([OH:8])[cH:6][cH:7]1. The reactants are ClC1=NC(=CC=C1[N+](=O)[O-])Cl (2,6-dichloro-3-nitropyridine), NC1=CC=CC=C1 (aniline), CCN(C(C)C)C(C)C (DIEA). The solvent is O1CCOCC1 (dioxane). Reaction conditions: temperature 180 celsius, time 10 minute. Yields the product ClC1=CC=C(C(=N1)NC1=CC=CC=C1)[N+](=O)[O-] ((6-chloro-3-nitro-pyridin-2-yl)-phenyl-amine). The yield is 61.7%. RXN SMILES: Cl[C:2]1[C:7]([N+:8]([O-:10])=[O:9])=[CH:6][CH:5]=[C:4]([Cl:11])[N:3]=1.[NH2:12][C:13]1[CH:18]=[CH:17][CH:16]=[CH:15][CH:14]=1.CCN(C(C)C)C(C)C>O1CCOCC1>[Cl:11][C:4]1[N:3]=[C:2]([NH:12][C:13]2[CH:18]=[CH:17][CH:16]=[CH:15][CH:14]=2)[C:7]([N+:8]([O-:10])=[O:9])=[CH:6][CH:5]=1. Procedure: A mixture of 2,6-dichloro-3-nitropyridine (386 mg, 2 mmol), aniline (182 μL, 2 mmol) and DIEA (419 μL, 2.4 mmol) in 3 mL dioxane was stirred in microwave at 180° C. for 10 min. After removal of the solvent, the residue was dissolved in 3 mL DCM, subjected to silica gel column purification to give 308 mg (yield 61.7%) (6-chloro-3-nitro-pyridin-2-yl)-phenyl-amine. Calculated mass=249. Observed mass=250. The reactants are FC(C1=NC(=C(C(=C1C(=O)OCC)Cl)C(=O)OC)C(F)(F)F)(F)F (3-Ethyl 5-methyl 2,6-bis(trifluoromethyl)-4-chloro-3,5-pyridinedicarboxylate), C(CC)NCCC (dipropylamine), CN(C)C=O (DMF). Yields the product C(CC)N(C1=C(C(=NC(=C1C(=O)OC)C(F)(F)F)C(F)(F)F)C(=O)OCC)CCC (3-Ethyl 5-methyl 4-(dipropylamino)-2,6-bis(trifluoromethyl)-3,5-pyridinedicarboxylate). Isolated yield 96.3%. Reaction SMILES: [F:1][C:2]([F:24])([F:23])[C:3]1[C:8]([C:9]([O:11][CH2:12]C)=[O:10])=[C:7](Cl)[C:6]([C:15]([O:17][CH3:18])=[O:16])=[C:5]([C:19]([F:22])([F:21])[F:20])[N:4]=1.[CH2:25]([NH:28][CH2:29][CH2:30][CH3:31])[CH2:26][CH3:27].[CH3:32]N(C=O)C>>[CH2:25]([N:28]([CH2:29][CH2:30][CH3:31])[C:7]1[C:6]([C:15]([O:17][CH3:18])=[O:16])=[C:5]([C:19]([F:20])([F:22])[F:21])[N:4]=[C:3]([C:2]([F:24])([F:23])[F:1])[C:8]=1[C:9]([O:11][CH2:12][CH3:32])=[O:10])[CH2:26][CH3:27]. Procedure: This compound was prepared as described in Example 37: 7.0 g (0.018 mol) of product of Example 27, 5.1 ml (0.037 mol) of dipropylamine in 30 ml of DMF were reacted at room temperature affording 7.7 g (96.3%) of solid which was recrystallized in hot hexane to give 2.19 g of product as a tan solid; mp 65°-66° C. Starting materials: CN(C)CC1=CC(=CS1)OCCCO (3-[5-(dimethylaminomethyl)-3-thienyloxy]-1-propanol), CS(=O)(=O)Cl (methanesulphonyl chloride), ice, C([O-])([O-])=O.[Na+].[Na+] (sodium carbonate). Solvent: ClCCl (dichloromethane). The product is Cl.CS(=O)(=O)OCCCOC1=CSC(=C1)CN(C)C (3-[5-(Dimethylaminomethyl)-3-thienyloxy]-1-propanol methanesulphonate hydrochloride). Reaction SMILES: [CH3:1][N:2]([CH2:4][C:5]1[S:9][CH:8]=[C:7]([O:10][CH2:11][CH2:12][CH2:13][OH:14])[CH:6]=1)[CH3:3].[CH3:15][S:16]([Cl:19])(=[O:18])=[O:17].C(=O)([O-])[O-].[Na+].[Na+]>ClCCl>[ClH:19].[CH3:15][S:16]([O:14][CH2:13][CH2:12][CH2:11][O:10][C:7]1[CH:6]=[C:5]([CH2:4][N:2]([CH3:3])[CH3:1])[S:9][CH:8]=1)(=[O:18])=[O:17] |f:2.3.4,6.7|. Procedure details: A solution of 3-[5-(dimethylaminomethyl)-3-thienyloxy]-1-propanol (0.25 g) and methanesulphonyl chloride (0.1 ml) in dry dichloromethane (10 ml) at 0°-5° was stirred for 1 h. The mixture was poured onto an ice cold 4% aqueous solution of sodium carbonate (50 ml). The solution was extracted with dichloromethane (20 ml). The organic extract was evaporated to give the title compound (0.05 g) as a white solid.